Dataset: the Open Reaction Database (ORD), a public repository of structured organic reaction records. Task: describe an organic reaction: reactants, conditions, products, and yield The reactants are ClC=1N=C(NC1CC)C(=O)O (4-chloro-5-ethyl-1H-imidazole-2-carboxylic acid), S(=O)(Cl)Cl (thionyl chloride), NC1=CC=C(C=C1)C=1SC(=C(N1)C)C(=O)OCC (Ethyl 2-(4-aminophenyl)-4-methyl-1,3-thiazole-5-carboxylate). Run in N1=CC=CC=C1 (pyridine). The product is ClC=1N=C(NC1CC)C(=O)NC1=CC=C(C=C1)C=1SC(=C(N1)C)C(=O)OCC (Ethyl 2-(4-{[(4-chloro-5-ethyl-1H-imidazol-2-yl)carbonyl]amino}phenyl)-4-methyl-1,3-thiazole-5-carboxylate). Isolated yield 79.0%. Reaction SMILES: [Cl:1][C:2]1[N:3]=[C:4]([C:9]([OH:11])=O)[NH:5][C:6]=1[CH2:7][CH3:8].S(Cl)(Cl)=O.[NH2:16][C:17]1[CH:22]=[CH:21][C:20]([C:23]2[S:24][C:25]([C:29]([O:31][CH2:32][CH3:33])=[O:30])=[C:26]([CH3:28])[N:27]=2)=[CH:19][CH:18]=1>N1C=CC=CC=1>[Cl:1][C:2]1[N:3]=[C:4]([C:9]([NH:16][C:17]2[CH:18]=[CH:19][C:20]([C:23]3[S:24][C:25]([C:29]([O:31][CH2:32][CH3:33])=[O:30])=[C:26]([CH3:28])[N:27]=3)=[CH:21][CH:22]=2)=[O:11])[NH:5][C:6]=1[CH2:7][CH3:8]. Reported procedure: The same operation as in Example (91c) was performed using 4-chloro-5-ethyl-1H-imidazole-2-carboxylic acid (50 mg, 0.29 mmol), thionyl chloride (3 mL), pyridine (5 mL) and ethyl 2-(4-aminophenyl)-4-methyl-1,3-thiazole-5-carboxylate obtained in Example (94b) (113 mg, 0.43 mmol), to obtain 96 mg of the title compound as a pale yellow solid (80%). Starting materials: C(C)(C)(C)OC(=O)N1CCC(CC1)NC1=CC2=C(OCCO2)C=C1 (4-(2,3-dihydro-benzo[1,4]dioxin-6-ylamino)-piperidine-1-carboxylic acid tert-butyl ester), ClC=1C=CC(=C(CBr)C1)F (5-chloro-2-fluoro-benzyl bromide). The product is C(C)(C)(C)OC(=O)N1CCC(CC1)N(C1=CC2=C(OCCO2)C=C1)CC1=C(C=CC(=C1)Cl)F (4-[(5-chloro-2-fluoro-benzyl)-(2,3-dihydro-benzo[1,4]dioxin-6-yl)-amino]-piperidine-1-carboxylic acid tert-butyl ester). Yield: 94.5%. Reaction SMILES: [C:1]([O:5][C:6]([N:8]1[CH2:13][CH2:12][CH:11]([NH:14][C:15]2[CH:24]=[CH:23][C:18]3[O:19][CH2:20][CH2:21][O:22][C:17]=3[CH:16]=2)[CH2:10][CH2:9]1)=[O:7])([CH3:4])([CH3:3])[CH3:2].[Cl:25][C:26]1[CH:27]=[CH:28][C:29]([F:34])=[C:30]([CH:33]=1)[CH2:31]Br>>[C:1]([O:5][C:6]([N:8]1[CH2:13][CH2:12][CH:11]([N:14]([CH2:31][C:30]2[CH:33]=[C:26]([Cl:25])[CH:27]=[CH:28][C:29]=2[F:34])[C:15]2[CH:24]=[CH:23][C:18]3[O:19][CH2:20][CH2:21][O:22][C:17]=3[CH:16]=2)[CH2:10][CH2:9]1)=[O:7])([CH3:4])([CH3:2])[CH3:3]. Procedure details: Using general procedure H, 4-(2,3-dihydro-benzo[1,4]dioxin-6-ylamino)-piperidine-1-carboxylic acid tert-butyl ester (see EXAMPLE 188) (502 mg, 1.50 mmol) and 5-chloro-2-fluoro-benzyl bromide (80%, 630 mg, 2.26 mmol) gave 4-[(5-chloro-2-fluoro-benzyl)-(2,3-dihydro-benzo[1,4]dioxin-6-yl)-amino]-piperidine-1-carboxylic acid tert-butyl ester as a pale yellow foam (676 mg, 94%). Reactants: FC(SC1=CC=C(C=C1)N1N=NN=C1)F (1-[p-(Difluoromethylthio)phenyl]-1H-tetrazole), S(O)(O)(=O)=O (sulfuric acid), [N+](=O)(O)[O-] (nitric acid). Yields the product FC(S(=O)C1=CC=C(C=C1)N1N=NN=C1)F (1-[p-(difluoromethylsulfinyl)phenyl]-1H-tetrazole). Reaction SMILES: [F:1][CH:2]([F:15])[S:3][C:4]1[CH:9]=[CH:8][C:7]([N:10]2[CH:14]=[N:13][N:12]=[N:11]2)=[CH:6][CH:5]=1.S(=O)(=O)(O)[OH:17].[N+]([O-])(O)=O>>[F:15][CH:2]([F:1])[S:3]([C:4]1[CH:9]=[CH:8][C:7]([N:10]2[CH:14]=[N:13][N:12]=[N:11]2)=[CH:6][CH:5]=1)=[O:17]. Reported procedure: 1-[p-(Difluoromethylthio)phenyl]-1H-tetrazole (1.0 gram) was added to a cold mixture of 5 ml. of concentrated sulfuric acid and 5 ml. of concentrated nitric acid and stirred for 40 minutes in the cold, then for 40 minutes at room temperature. The reaction mixture was poured onto ice and extracted with ethyl acetate. The ethyl acetate solution was extracted with water, dried over magnesium sulfate, and evaporated to afford an oil which was crystallized from ethyl acetate-hexane. Two recrystalliza... The reactants are BrCc1ccccc1, CN(C)C=O, Cl, O, OCCC1(CCO)CCCCC1. Product: OCCC1(CCOCc2ccccc2)CCCCC1. As a reaction SMILES: [Br:13][CH2:14][c:15]1[cH:16][cH:17][cH:18][cH:19][cH:20]1.[CH3:23][N:24]([CH3:25])[CH:26]=[O:27].[ClH:22].[OH2:21].[OH:1][CH2:2][CH2:3][C:4]1([CH2:10][CH2:11][OH:12])[CH2:5][CH2:6][CH2:7][CH2:8][CH2:9]1>>[O:1]([CH2:2][CH2:3][C:4]1([CH2:10][CH2:11][OH:12])[CH2:5][CH2:6][CH2:7][CH2:8][CH2:9]1)[CH2:14][c:15]1[cH:16][cH:17][cH:18][cH:19][cH:20]1.